describe an organic reaction: reactants, conditions, products, and yield From a dataset of the Open Reaction Database (ORD), a public repository of structured organic reaction records. The reactants are C12C(CC(CC1)C2)NC=2SC(C(N2)=O)(CCO)CCO (2-(bicyclo[2.2.1]heptan-2-ylamino)-5,5-bis(2-hydroxyethyl)thiazol-4(5H)-one), C(C)(C)N(CC)C(C)C (diisopropylethylamine), CS(=O)(=O)Cl (methanesulfonyl chloride). The solvent is C(Cl)Cl (CH2Cl2). Conditions: time 18 hour. Product: C12C(CC(CC1)C2)NC=2SC(C(N2)=O)(CCOS(=O)(=O)C)CCOS(=O)(=O)C (Methanesulfonic acid 2-[2-(bicyclo[2.2.1]hept-2-ylamino)-5-(2-methanesulfonyloxy-ethyl)-4-oxo-4,5-dihydro-thiazol-5-yl]-ethyl ester). RXN SMILES: [CH:1]12[CH2:7][CH:4]([CH2:5][CH2:6]1)[CH2:3][CH:2]2[NH:8][C:9]1[S:10][C:11]([CH2:18][CH2:19][OH:20])([CH2:15][CH2:16][OH:17])[C:12](=[O:14])[N:13]=1.C(N(C(C)C)CC)(C)C.[CH3:30][S:31](Cl)(=[O:33])=[O:32]>C(Cl)Cl>[CH:1]12[CH2:7][CH:4]([CH2:5][CH2:6]1)[CH2:3][CH:2]2[NH:8][C:9]1[S:10][C:11]([CH2:15][CH2:16][O:17][S:31]([CH3:30])(=[O:33])=[O:32])([CH2:18][CH2:19][O:20][S:31]([CH3:30])(=[O:33])=[O:32])[C:12](=[O:14])[N:13]=1. Reported procedure: To a mixture of 2-(bicyclo[2.2.1]heptan-2-ylamino)-5,5-bis(2-hydroxyethyl)thiazol-4(5H)-one (280 mg, 0.94 mmol) and diisopropylethylamine (Aldrich, 412 mg, 3.19 mmol) in CH2Cl2 (5 mL) was added methanesulfonyl chloride (344 mg, 3.00 mmol, 3.2 eq), and the reaction mixture was stirred at room temperature for 18 h. The reaction mixture was then concentrated in vacuo to providethe title compound which was used without further purification. MS (ESI, pos. ion) m/z: 455 (M+H). Reactants: O=[N+]([O-])c1cccc(Br)c1F, CC(C)(C)[O-], [K+], Nc1cncc(F)c1, CN(C)C=O, O. Reaction SMILES: [Br:1][c:2]1[c:3]([F:11])[c:4]([N+:8](=[O:9])[O-:10])[cH:5][cH:6][cH:7]1.[CH3:20][C:21]([CH3:22])([O-:23])[CH3:24].[K+:25].[NH2:12][c:13]1[cH:14][n:15][cH:16][c:17]([F:19])[cH:18]1.[O:27]=[CH:28][N:29]([CH3:30])[CH3:31].[OH2:26]>>[Br:1][c:2]1[c:3]([NH:12][c:13]2[cH:14][n:15][cH:16][c:17]([F:19])[cH:18]2)[c:4]([N+:8](=[O:9])[O-:10])[cH:5][cH:6][cH:7]1. Yields the product O=[N+]([O-])c1cccc(Br)c1Nc1cncc(F)c1.